This data is from the Open Reaction Database (ORD), a public repository of structured organic reaction records. The task is: describe an organic reaction: reactants, conditions, products, and yield Product: BrC1=C(C=CC(=C1)S(=O)(=O)CCl)O (2-bromo-4-chloromethylsulfonylphenol). Procedure: 160 g (1 mole) of bromine were added dropwise at room temperature to a solution of 206.5 g (1 mole) of 4-chloromethylsulfonylphenol in 500 ml of glacial acetic acid; the mixture was stirred for a further hour at 45° C and, when it has cooled, was poured onto 1.5 l of ice-water. The product which had precipitated was filtered off and recrystallized from toluene. 185 g (65% of theory) of 2-bromo-4-chloromethylsulfonylphenol were thus obtained as a colorless powder of melting point 158°-160° C. Reaction SMILES: [Br:1]Br.[Cl:3][CH2:4][S:5]([C:8]1[CH:13]=[CH:12][C:11]([OH:14])=[CH:10][CH:9]=1)(=[O:7])=[O:6]>C(O)(=O)C>[Br:1][C:12]1[CH:13]=[C:8]([S:5]([CH2:4][Cl:3])(=[O:6])=[O:7])[CH:9]=[CH:10][C:11]=1[OH:14]. Reactants: BrBr (bromine), ClCS(=O)(=O)C1=CC=C(C=C1)O (4-chloromethylsulfonylphenol), ice water. Reaction conditions: temperature 45 celsius. The yield is 64.8%. Solvent: C(C)(=O)O (acetic acid). Reactants: C1CCOC1, CS(=O)(=O)Cl, N#Cc1ccc(N)c([N+](=O)[O-])c1. Yields the product CS(=O)(=O)Nc1ccc(C#N)cc1[N+](=O)[O-]. As a reaction SMILES: [CH2:18]1[O:19][CH2:20][CH2:21][CH2:22]1.[CH3:13][S:14]([Cl:15])(=[O:16])=[O:17].[NH2:1][c:2]1[c:3]([N+:10](=[O:11])[O-:12])[cH:4][c:5]([C:6]#[N:7])[cH:8][cH:9]1>>[NH:1]([c:2]1[c:3]([N+:10](=[O:11])[O-:12])[cH:4][c:5]([C:6]#[N:7])[cH:8][cH:9]1)[S:14]([CH3:13])(=[O:16])=[O:17]. Starting materials: FC1=C(C(=CC(=C1)OC)F)C/1=C(CCC\C1=C/C=C\1/N(C2=CC=C(C=C2C1(C)C)S(=O)(=O)[O-])CCCCS(=O)(=O)[O-])/C=C/C1=[N+](C2=CC=C(C=C2C1(C)C)S(=O)(=O)[O-])CCCCS(=O)(=O)[O-].[Na+].[Na+].[Na+] (Sodium 2-((E)-2-((E)-2-(2,6-Difluoro-4-methoxyphenyl)-3-((E)-2-(3,3-dimethyl-5-sulfonato-1-(4-sulfonatobutyl)indolin-2-ylidene)ethylidene)cyclohex-1-enyl)vinyl)-3,3-dimethyl-1-(4-sulfonatobutyl)-3H-indolium-5-sulfonate), B(O)(O)C=1C(=C(OCCCC(=O)O)C(=CC1F)F)F (4-(3-borono-2,4,6-trifluorophenoxy)butanoic acid). The product is C(=O)(O)CCCOC=1C(=C(C(=CC1F)F)C/1=C(CCC\C1=C/C=C\1/N(C2=CC=C(C=C2C1(C)C)S(=O)(=O)[O-])CCCCS(=O)(=O)[O-])/C=C/C1=[N+](C2=CC=C(C=C2C1(C)C)S(=O)(=O)[O-])CCCCS(=O)(=O)[O-])F.[Na+].[Na+].[Na+] (Sodium 2-((E)-2-((E)-2-(3-(3-Carboxypropoxy)-2,4,6-trifluorophenyl)-3-((E)-2-(3,3-dimethyl-5-sulfonato-1-(4-sulfonatobutyl)indolin-2-ylidene)ethylidene)cyclohex-1-enyl)vinyl)-3,3-dimethyl-1-(4-sulfonatobutyl)-3H-indolium-5-sulfonate). As a reaction SMILES: FC1C=C(OC)C=C(F)C=1[C:11]1=[C:12]([CH:42]=[CH:43][C:44]2[C:52]([CH3:54])([CH3:53])[C:51]3[C:46](=[CH:47][CH:48]=[C:49]([S:55]([O-:58])(=[O:57])=[O:56])[CH:50]=3)[N+:45]=2[CH2:59][CH2:60][CH2:61][CH2:62][S:63]([O-:66])(=[O:65])=[O:64])[CH2:13][CH2:14][CH2:15]/[C:16]/1=[CH:17]\[CH:18]=[C:19]1\[N:20]([CH2:34][CH2:35][CH2:36][CH2:37][S:38]([O-:41])(=[O:40])=[O:39])[C:21]2[C:26]([C:27]\1([CH3:29])[CH3:28])=[CH:25][C:24]([S:30]([O-:33])(=[O:32])=[O:31])=[CH:23][CH:22]=2.[Na+:67].[Na+].[Na+].B([C:73]1[C:74]([F:88])=[C:75]([C:83]([F:87])=[CH:84][C:85]=1[F:86])[O:76][CH2:77][CH2:78][CH2:79][C:80]([OH:82])=[O:81])(O)O>>[C:80]([CH2:79][CH2:78][CH2:77][O:76][C:75]1[C:74]([F:88])=[C:73]([C:11]2=[C:16]([CH:17]=[CH:18][C:19]3[C:27]([CH3:29])([CH3:28])[C:26]4[C:21](=[CH:22][CH:23]=[C:24]([S:30]([O-:33])(=[O:31])=[O:32])[CH:25]=4)[N+:20]=3[CH2:34][CH2:35][CH2:36][CH2:37][S:38]([O-:41])(=[O:40])=[O:39])[CH2:15][CH2:14][CH2:13]/[C:12]/2=[CH:42]\[CH:43]=[C:44]2\[N:45]([CH2:59][CH2:60][CH2:61][CH2:62][S:63]([O-:66])(=[O:65])=[O:64])[C:46]3[C:51]([C:52]\2([CH3:54])[CH3:53])=[CH:50][C:49]([S:55]([O-:58])(=[O:56])=[O:57])=[CH:48][CH:47]=3)[C:85]([F:86])=[CH:84][C:83]=1[F:87])([OH:82])=[O:81].[Na+:67].[Na+:67].[Na+:67] |f:0.1.2.3,5.6.7.8|. Procedure: Compound 38 was prepared analogously to compound 17 (Example 17), except with 4-(3-borono-2,4,6-trifluorophenoxy)butanoic acid as a starting material. Reactants: O=C(NC(=S)Nc1ccc2nc(NCCc3ccc(Br)cc3)sc2c1)c1ccccc1, [Na+], C1CCOC1, [OH-]. Yields the product NC(=S)Nc1ccc2nc(NCCc3ccc(Br)cc3)sc2c1. RXN SMILES: [C:1](=[O:2])([c:3]1[cH:4][cH:5][cH:6][cH:7][cH:8]1)[NH:9][C:10](=[S:11])[NH:12][c:13]1[cH:14][c:15]2[c:16]([n:17][c:18]([NH:20][CH2:21][CH2:22][c:23]3[cH:24][cH:25][c:26]([Br:29])[cH:27][cH:28]3)[s:19]2)[cH:30][cH:31]1.[Na+:33].[O:34]1[CH2:35][CH2:36][CH2:37][CH2:38]1.[OH-:32]>>[NH2:9][C:10](=[S:11])[NH:12][c:13]1[cH:14][c:15]2[c:16]([n:17][c:18]([NH:20][CH2:21][CH2:22][c:23]3[cH:24][cH:25][c:26]([Br:29])[cH:27][cH:28]3)[s:19]2)[cH:30][cH:31]1. Run in C(Cl)Cl (CH2Cl2). Procedure: To a stirred slurry of 2-(2,4-di-t-butyl phenoxy) propionic acid (27.8 g, 0.100 mol) in CH2Cl2 (280 mL) with 2 mL of DMF, oxalyl chloride (17.0 g, 0.134 mol) was added dropwise. The solution resulted after several minutes was stirred for 2 hr. TLC indicates no starting material. The solution was filtered through a glass wool plug to remove some debris and the filtrate was concentrated in vacuo, residue was washed with CH2Cl2 (50 mL) and was concentrated once more to give a gelatinous mixture, wh... As a reaction SMILES: [C:1]([C:5]1[CH:16]=[C:15]([C:17]([CH3:20])([CH3:19])[CH3:18])[CH:14]=[CH:13][C:6]=1[O:7][CH:8]([CH3:12])[C:9](O)=[O:10])([CH3:4])([CH3:3])[CH3:2].CN(C=O)C.C(Cl)(=O)C([Cl:29])=O>C(Cl)Cl>[C:1]([C:5]1[CH:16]=[C:15]([C:17]([CH3:20])([CH3:19])[CH3:18])[CH:14]=[CH:13][C:6]=1[O:7][CH:8]([CH3:12])[C:9]([Cl:29])=[O:10])([CH3:4])([CH3:3])[CH3:2]. The reactants are C(C)(C)(C)C1=C(OC(C(=O)O)C)C=CC(=C1)C(C)(C)C (2-(2,4-di-t-butyl phenoxy) propionic acid), CN(C)C=O (DMF), C(C(=O)Cl)(=O)Cl (oxalyl chloride). Conditions: time 2 hour. Product: C(C)(C)(C)C1=C(OC(C(=O)Cl)C)C=CC(=C1)C(C)(C)C (2-(2,4-di-t-butyl phenoxy)propionyl chloride). The reactants are CCOC(=O)CBr, O=C([O-])[O-], CCC(C)=O, [K+], [K+], O=[N+]([O-])c1cccc(OC2CCCCO2)c1O. The product is CCOC(=O)COc1c(OC2CCCCO2)cccc1[N+](=O)[O-]. RXN SMILES: [Br:24][CH2:25][C:26](=[O:27])[O:28][CH2:29][CH3:30].[C:18](=[O:19])([O-:20])[O-:21].[CH2:31]([C:32]([CH3:33])=[O:34])[CH3:35].[K+:22].[K+:23].[OH:1][c:2]1[c:3]([N+:15](=[O:16])[O-:17])[cH:4][cH:5][cH:6][c:7]1[O:8][CH:9]1[O:10][CH2:11][CH2:12][CH2:13][CH2:14]1>>[O:1]([c:2]1[c:3]([N+:15](=[O:16])[O-:17])[cH:4][cH:5][cH:6][c:7]1[O:8][CH:9]1[O:10][CH2:11][CH2:12][CH2:13][CH2:14]1)[CH2:25][C:26](=[O:27])[O:28][CH2:29][CH3:30]. Reactants: CO, Cc1cc2nc(NC(=O)c3ccc(C(C)(C)O)cc3)cc(Cl)n2n1, COc1ccc(B(O)O)cc1Cl, [Na+], O=C([O-])O. Yields the product COc1ccc(-c2cc(NC(=O)c3ccc(C(C)(C)O)cc3)nc3cc(C)nn23)cc1Cl. RXN SMILES: [CH3:42][OH:43].[Cl:1][c:2]1[cH:3][c:4]([NH:12][C:13]([c:14]2[cH:15][cH:16][c:17]([C:20]([CH3:21])([CH3:22])[OH:23])[cH:18][cH:19]2)=[O:24])[n:5][c:6]2[n:7]1[n:8][c:9]([CH3:11])[cH:10]2.[Cl:25][c:26]1[cH:27][c:28]([B:34]([OH:35])[OH:36])[cH:29][cH:30][c:31]1[O:32][CH3:33].[Na+:41].[O-:37][C:38]([OH:39])=[O:40]>>[c:2]1(-[c:28]2[cH:27][c:26]([Cl:25])[c:31]([O:32][CH3:33])[cH:30][cH:29]2)[cH:3][c:4]([NH:12][C:13]([c:14]2[cH:15][cH:16][c:17]([C:20]([CH3:21])([CH3:22])[OH:23])[cH:18][cH:19]2)=[O:24])[n:5][c:6]2[n:7]1[n:8][c:9]([CH3:11])[cH:10]2. Reactants: [H-].[Al+3].[Li+].[H-].[H-].[H-] (Lithium aluminum hydride), [OH-].[Na+] (sodium hydroxide), C(C)(=O)NCCN(C(=O)NCCCC1=CC=NC=C1)CCC12CC3CC(CC(C1)C3)C2 (1-[2-(acetylamino)ethyl]-1-[2-(1-adamantyl)ethyl]-3-[3-(4-pyridyl)propyl]urea), C(C)(=O)OCC (Ethyl acetate). Run in C(C)OCC (diethyl ether), O1CCCC1 (tetrahydrofuran). Run at time 2 hour. Yields the product C12(CC3CC(CC(C1)C3)C2)CCN(C(=O)NCCCC2=CC=NC=C2)CCNCC (1-[2-(1-Adamantyl)ethyl]-1-[2-(N-ethylamino)ethyl]-3-[3-(4-pyridyl)propyl]urea). Yield: 49.8%. As a reaction SMILES: [H-].[Al+3].[Li+].[H-].[H-].[H-].[C:7]([NH:10][CH2:11][CH2:12][N:13]([CH2:26][CH2:27][C:28]12[CH2:37][CH:32]3[CH2:33][CH:34]([CH2:36][CH:30]([CH2:31]3)[CH2:29]1)[CH2:35]2)[C:14]([NH:16][CH2:17][CH2:18][CH2:19][C:20]1[CH:25]=[CH:24][N:23]=[CH:22][CH:21]=1)=[O:15])(=O)[CH3:8].C(OCC)(=O)C.[OH-].[Na+]>C(OCC)C.O1CCCC1>[C:28]12([CH2:27][CH2:26][N:13]([CH2:12][CH2:11][NH:10][CH2:7][CH3:8])[C:14]([NH:16][CH2:17][CH2:18][CH2:19][C:20]3[CH:25]=[CH:24][N:23]=[CH:22][CH:21]=3)=[O:15])[CH2:35][CH:34]3[CH2:33][CH:32]([CH2:31][CH:30]([CH2:36]3)[CH2:29]1)[CH2:37]2 |f:0.1.2.3.4.5,8.9|. Reported procedure: Lithium aluminum hydride (890 mg, 23.5 mmol) was suspended in anhydrous diethyl ether (10 ml) under a nitrogen atmosphere, and a solution of 1-[2-(acetylamino)ethyl]-1-[2-(1-adamantyl)ethyl]-3-[3-(4-pyridyl)propyl]urea (Compound No. 1-103) (4.86 g, 11.4 mmol) in anhydrous tetrahydrofuran (60 ml) was added dropwise to the suspension under ice-cooling with stirring over two hours. The temperature was raised to room temperature, and the mixture was stirred for 70 hours. Ethyl acetate (25 ml) was ad... The reactants are O=C([O-])[O-], CC(C)(C)c1cc(N)n(-c2cncc(F)c2)n1, O=C(Cl)Oc1ccccc1, ClCCl, [K+], [K+]. Product: CC(C)(C)c1cc(NC(=O)Oc2ccccc2)n(-c2cncc(F)c2)n1. RXN SMILES: [C:18](=[O:19])([O-:20])[O-:21].[C:1]([CH3:2])([CH3:3])([CH3:4])[c:5]1[n:6][n:7](-[c:11]2[cH:12][n:13][cH:14][c:15]([F:17])[cH:16]2)[c:8]([NH2:10])[cH:9]1.[Cl:24][C:25](=[O:26])[O:27][c:28]1[cH:29][cH:30][cH:31][cH:32][cH:33]1.[Cl:34][CH2:35][Cl:36].[K+:22].[K+:23]>>[C:1]([CH3:2])([CH3:3])([CH3:4])[c:5]1[n:6][n:7](-[c:11]2[cH:12][n:13][cH:14][c:15]([F:17])[cH:16]2)[c:8]([NH:10][C:25](=[O:26])[O:27][c:28]2[cH:29][cH:30][cH:31][cH:32][cH:33]2)[cH:9]1.